This data is from the Open Reaction Database (ORD), a public repository of structured organic reaction records. The task is: describe an organic reaction: reactants, conditions, products, and yield The reactants are C1(=CC=CC=C1)C (Toluene), C1(=CC=C(C=C1)S(=O)(=O)OC(C1=CC(=CC=C1)OC1=CC=CC=C1)C#N)C (alpha-cyano-3-phenoxybenzyl p-toluenesulphonate), ClC(=C[C@H]1C([C@H]1C(=O)O)(C)C)Cl (Cis-3-(2,2-dichlorovinyl)-2,2-dimethylcyclopropane carboxylic acid), C([O-])([O-])=O.[K+].[K+] (potassium carbonate). Reagents/catalysts: [Br-].C(CCC)[N+](CCCC)(CCCC)CCCC (tetra-n-butylammonium bromide). Run in O (water). Run at temperature 70 celsius. Yields the product ClC(=C[C@H]1C([C@H]1C(=O)OC(C1=CC(=CC=C1)OC1=CC=CC=C1)C#N)(C)C)Cl (cis-alpha-cyano-3-phenoxybenzyl 3-(2,2-dichlorovinyl)-2,2-dimethylcyclopropanecarboxylate). The yield is 97.3%. Reaction SMILES: [Cl:1][C:2]([Cl:12])=[CH:3][C@@H:4]1[C@H:6]([C:7]([OH:9])=[O:8])[C:5]1([CH3:11])[CH3:10].C(=O)([O-])[O-].[K+].[K+].C1(C)C=CC=CC=1.C1(C)C=CC(S(O[CH:36]([C:50]#[N:51])[C:37]2[CH:42]=[CH:41][CH:40]=[C:39]([O:43][C:44]3[CH:49]=[CH:48][CH:47]=[CH:46][CH:45]=3)[CH:38]=2)(=O)=O)=CC=1>O.[Br-].C([N+](CCCC)(CCCC)CCCC)CCC>[Cl:1][C:2]([Cl:12])=[CH:3][C@@H:4]1[C@H:6]([C:7]([O:9][CH:36]([C:50]#[N:51])[C:37]2[CH:42]=[CH:41][CH:40]=[C:39]([O:43][C:44]3[CH:45]=[CH:46][CH:47]=[CH:48][CH:49]=3)[CH:38]=2)=[O:8])[C:5]1([CH3:10])[CH3:11] |f:1.2.3,7.8|. Reported procedure: Cis-3-(2,2-dichlorovinyl)-2,2-dimethylcyclopropane carboxylic acid (199 g, 0.95 M) was added to a solution of potassium carbonate (65.6 g, 0.475 M) in water (450 ml). Toluene (900 ml), tetra-n-butylammonium bromide (13.5 g, 0.05 M) and alpha-cyano-3-phenoxybenzyl p-toluenesulphonate (341 g, 0.9 M; prepared as described in A above) were added to the stirred mixture which was then heated at 70° C. for 3 hours. The mixture was cooled to ambient temperature and the organic phase was separated off, w...